From a dataset of the Open Reaction Database (ORD), a public repository of structured organic reaction records. describe an organic reaction: reactants, conditions, products, and yield The reactants are O1CCN(CC1)C(=O)N1CCC2=C(CC1)C=CC(=C2)S(=O)(=O)N (2,3,4,5-tetrahydro-3-morpholinocarbonyl-1H-3-benzazepine-7-sulfonamide), C1(CCCCC1)N=C=O (cyclohexylisocyanate). The product is C1(CCCCC1)NC(=O)NS(=O)(=O)C1=CC2=C(CCN(CC2)C(=O)N2CCOCC2)C=C1 (1-cyclohexyl-3-[(2,3,4,5-tetrahydro-3-morpholinocarbonyl-1H-3-benzazepin-7-yl)sulfonyl]urea). As a reaction SMILES: [O:1]1[CH2:6][CH2:5][N:4]([C:7]([N:9]2[CH2:15][CH2:14][C:13]3[CH:16]=[CH:17][C:18]([S:20]([NH2:23])(=[O:22])=[O:21])=[CH:19][C:12]=3[CH2:11][CH2:10]2)=[O:8])[CH2:3][CH2:2]1.[CH:24]1([N:30]=[C:31]=[O:32])[CH2:29][CH2:28][CH2:27][CH2:26][CH2:25]1>>[CH:24]1([NH:30][C:31]([NH:23][S:20]([C:18]2[CH:17]=[CH:16][C:13]3[CH2:14][CH2:15][N:9]([C:7]([N:4]4[CH2:5][CH2:6][O:1][CH2:2][CH2:3]4)=[O:8])[CH2:10][CH2:11][C:12]=3[CH:19]=2)(=[O:22])=[O:21])=[O:32])[CH2:29][CH2:28][CH2:27][CH2:26][CH2:25]1. Reported procedure: By the reaction of 2,3,4,5-tetrahydro-3-morpholinocarbonyl-1H-3-benzazepine-7-sulfonamide with cyclohexylisocyanate in a manner analogous to that described in Example 1, there is obtained 1-cyclohexyl-3-[(2,3,4,5-tetrahydro-3-morpholinocarbonyl-1H-3-benzazepin-7-yl)sulfonyl]urea, m.p. 190°-191° C. The starting material can be prepared by the reaction of 2,3,4,5-tetrahydro-1H-3-benzazepine-7-sulfonamide with 4-morpholinecarbonyl chloride. Reaction SMILES: [F:1][c:2]1[cH:3][c:4]([CH2:9][C:10](=[O:11])[NH:12][CH:13]([CH3:14])[C:15](=[O:16])[OH:17])[cH:5][c:6]([F:8])[cH:7]1.[NH2:18][CH:19]1[C:20](=[O:34])[N:21]([CH2:32][CH3:33])[c:22]2[c:23]([cH:28][cH:29][cH:30][cH:31]2)[C:24]([CH3:26])([CH3:27])[CH2:25]1>>[F:1][c:2]1[cH:3][c:4]([CH2:9][C:10](=[O:11])[NH:12][CH:13]([CH3:14])[C:15](=[O:17])[NH:18][CH:19]2[C:20](=[O:34])[N:21]([CH2:32][CH3:33])[c:22]3[c:23]([cH:28][cH:29][cH:30][cH:31]3)[C:24]([CH3:26])([CH3:27])[CH2:25]2)[cH:5][c:6]([F:8])[cH:7]1. Reactants: CC(NC(=O)Cc1cc(F)cc(F)c1)C(=O)O, CCN1C(=O)C(N)CC(C)(C)c2ccccc21. Yields the product CCN1C(=O)C(NC(=O)C(C)NC(=O)Cc2cc(F)cc(F)c2)CC(C)(C)c2ccccc21. The reactants are Cl.NO (hydroxylamine hydrochloride), C(C)OC(C(=C(C1=C(C=C(C=C1)F)F)Br)Br)=O (α,β-dibromo-2,4-difluorocinnamic acid ethyl ester), [OH-].[Na+] (Sodium hydroxide). Run in O (water), O1CCCC1 (tetrahydrofuran), CO (methanol). Reaction conditions: temperature 5 celsius. Yields the product FC1=C(C=CC(=C1)F)C1=CC(=NO1)O (5-(2,4-Difluorophenyl)-3-hydroxyisoxazole). The yield is 78.5%. RXN SMILES: [OH-:1].[Na+].Cl.[NH2:4]O.C([O:8][C:9](=O)[C:10](Br)=[C:11](Br)[C:12]1[CH:17]=[CH:16][C:15]([F:18])=[CH:14][C:13]=1[F:19])C>CO.O.O1CCCC1>[F:19][C:13]1[CH:14]=[C:15]([F:18])[CH:16]=[CH:17][C:12]=1[C:11]1[O:1][N:4]=[C:9]([OH:8])[CH:10]=1 |f:0.1,2.3|. Procedure details: Sodium hydroxide (10.9 g) was dissolved in methanol (110 ml), and a solution of hydroxylamine hydrochloride (4.2 g) in water (10 ml) was added dropwise thereto at 5° C. with stirring. A solution of α,β-dibromo-2,4-difluorocinnamic acid ethyl ester (19.6 g) in tetrahydrofuran (20 ml) was added dropwise to the mixture, and the resulting mixture was stirred at room temperature for 2 hours, followed by reflux for 5 hours. The solvent was evaporated under reduced pressure and the residue was poured i...